The task is: describe an organic reaction: reactants, conditions, products, and yield. This data is from the Open Reaction Database (ORD), a public repository of structured organic reaction records. Starting materials: N1[C@H](CCC1)COC1=CC=C(OC2=CC=C(C=C2)C2=CN=CO2)C=C1 (5-{4-[4-((R)-1-pyrrolidin-2-ylmethoxy)-phenoxy]-phenyl}-oxazole), COC(CCCBr)=O (methyl-4-bromobutyrate). The solvent is ClCCl (dichloromethane), ClCCl (dichloromethane), C(C)N(CC)CC (triethylamine). Conditions: time 16 hour. Product: COC(CCCN1[C@H](CCC1)COC1=CC=C(C=C1)OC1=CC=C(C=C1)C1=CN=CO1)=O (4-{(R)-2-[4-(4-Oxazol-5-yl-phenoxy)-phenoxymethyl]-pyrrolidin-1-yl}-butyric acid methyl ester). Isolated yield 54.4%. As a reaction SMILES: [NH:1]1[CH2:5][CH2:4][CH2:3][C@@H:2]1[CH2:6][O:7][C:8]1[CH:25]=[CH:24][C:11]([O:12][C:13]2[CH:18]=[CH:17][C:16]([C:19]3[O:23][CH:22]=[N:21][CH:20]=3)=[CH:15][CH:14]=2)=[CH:10][CH:9]=1.[CH3:26][O:27][C:28](=[O:33])[CH2:29][CH2:30][CH2:31]Br>ClCCl.C(N(CC)CC)C>[CH3:26][O:27][C:28](=[O:33])[CH2:29][CH2:30][CH2:31][N:1]1[CH2:5][CH2:4][CH2:3][C@@H:2]1[CH2:6][O:7][C:8]1[CH:25]=[CH:24][C:11]([O:12][C:13]2[CH:18]=[CH:17][C:16]([C:19]3[O:23][CH:22]=[N:21][CH:20]=3)=[CH:15][CH:14]=2)=[CH:10][CH:9]=1. Reported procedure: To a solution of (5-{4-[4-((R)-1-pyrrolidin-2-ylmethoxy)-phenoxy]-phenyl}-oxazole (150 mg, 0.4 mmol) in anhydrous dichloromethane (0.5mL) was added methyl-4-bromobutyrate (80 mg, 0.44 mmol) in dichloromethane (0.5 mL) and triethylamine (81 mg, 0.8 mmol. The resulting mixture was purged with nitrogen and stirred at rt for 16 h. dichloromethane was removed in vacuo and crude mixture was partioned between EtOAc and water. EtOAc layer was removed, washed with brine, dried over anhydrous MgSO4 and co...